Dataset: the Open Reaction Database (ORD), a public repository of structured organic reaction records. Task: describe an organic reaction: reactants, conditions, products, and yield Starting materials: Cl.FC=1C=C(CN2N=CC(=C2)C2=CN(C3=NC=C(C=C32)C3=CC=C(C=C3)C3CCNCC3)S(=O)(=O)C3=CC=C(C)C=C3)C=CC1 (3-(1-(3-fluorobenzyl)-1H-pyrazol-4-yl)-5-(4-(piperidin-4-yl)phenyl)-1-tosyl-1H-pyrrolo[2,3-b]pyridine hydrochloride), FC=1C=C(CN2N=CC(=C2)C2=CN(C3=NC=C(C=C32)C3=CC=C(C=C3)C3CCN(CC3)C[C@H](C)O)S(=O)(=O)C3=CC=C(C)C=C3)C=CC1 ((S)-1-(4-(4-(3-(1-(3-fluorobenzyl)-1H-pyrazol-4-yl)-1-tosyl-1H-pyrrolo[2,3-b]pyridin-5-yl)phenyl)piperidin-1-yl)propan-2-ol), [OH-].[Li+] (lithium hydroxide). The solvent is C1CCOC1.CO.O (THF methanol water). The product is FC=1C=C(CN2N=CC(=C2)C2=CNC3=NC=C(C=C32)C3=CC=C(C=C3)C3CCNCC3)C=CC1 (3-(1-(3-fluorobenzyl)-1H-pyrazol-4-yl)-5-(4-(piperidin-4-yl)phenyl)-1H-pyrrolo[2,3-b]pyridine). Yield: 5.0%. As a reaction SMILES: Cl.[F:2][C:3]1[CH:4]=[C:5]([CH:43]=[CH:44][CH:45]=1)[CH2:6][N:7]1[CH:11]=[C:10]([C:12]2[C:20]3[C:15](=[N:16][CH:17]=[C:18]([C:21]4[CH:26]=[CH:25][C:24]([CH:27]5[CH2:32][CH2:31][NH:30][CH2:29][CH2:28]5)=[CH:23][CH:22]=4)[CH:19]=3)[N:14](S(C3C=CC(C)=CC=3)(=O)=O)[CH:13]=2)[CH:9]=[N:8]1.FC1C=C(C=CC=1)CN1C=C(C2C3C(=NC=C(C4C=CC(C5CCN(C[C@@H](O)C)CC5)=CC=4)C=3)N(S(C3C=CC(C)=CC=3)(=O)=O)C=2)C=N1.[OH-].[Li+]>C1COCC1.CO.O>[F:2][C:3]1[CH:4]=[C:5]([CH:43]=[CH:44][CH:45]=1)[CH2:6][N:7]1[CH:11]=[C:10]([C:12]2[C:20]3[C:15](=[N:16][CH:17]=[C:18]([C:21]4[CH:22]=[CH:23][C:24]([CH:27]5[CH2:32][CH2:31][NH:30][CH2:29][CH2:28]5)=[CH:25][CH:26]=4)[CH:19]=3)[NH:14][CH:13]=2)[CH:9]=[N:8]1 |f:0.1,3.4,5.6.7|. Procedure details: Using similar reaction conditions as described in step-iii of example-1, (S)-1-(4-(4-(3-(1-(3-fluorobenzyl)-1H-pyrazol-4-yl)-1-tosyl-1H-pyrrolo[2,3-b]pyridin-5-yl)phenyl)piperidin-1-yl)propan-2-ol (127 mg, 0.191 mmol) was hydrolyzed by lithium hydroxide (80 mg, 1.913 mmol) in THF/methanol/water (20/10/5 ml) to yield 15 mg (5% yield) of the titled. 1H NMR (CD3OD, 400 MHz): δ 7.46-8.45 (d, 1H), 8.33-8.32 (d, 1H), 8.19 (s, 1H), 7.93 (s, 1H), 7.63-7.61 (m, 3H), 7.39-7.34 (m, 3H), 7.11-7.09 (d, 1H), ... As a reaction SMILES: [Br:1][c:2]1[cH:3][c:4]2[c:5](-[c:28]3[cH:29][cH:30][cH:31][cH:32][cH:33]3)[c:6]([CH2:16][N:17]3[C:18](=[O:19])[c:20]4[c:21]([cH:22][cH:23][cH:24][cH:25]4)[C:26]3=[O:27])[c:7]([CH2:12][CH:13]([CH3:14])[CH3:15])[n:8][c:9]2[cH:10][cH:11]1.[CH3:37][CH2:38][OH:39].[NH2:35][NH2:36].[OH2:34]>>[Br:1][c:2]1[cH:3][c:4]2[c:5](-[c:28]3[cH:29][cH:30][cH:31][cH:32][cH:33]3)[c:6]([CH2:16][NH2:17])[c:7]([CH2:12][CH:13]([CH3:14])[CH3:15])[n:8][c:9]2[cH:10][cH:11]1. Yields the product CC(C)Cc1nc2ccc(Br)cc2c(-c2ccccc2)c1CN. Reactants: CC(C)Cc1nc2ccc(Br)cc2c(-c2ccccc2)c1CN1C(=O)c2ccccc2C1=O, CCO, NN, O. Reactants: CC(CCCC(C)(C)O)COCOCc1ccccc1, CCOC(C)=O. Product: CC(CO)CCCC(C)(C)O. As a reaction SMILES: [CH2:1]([O:2][CH2:3][O:10][CH2:11][CH:12]([CH2:13][CH2:14][CH2:15][C:16]([CH3:17])([OH:18])[CH3:19])[CH3:20])[c:4]1[cH:5][cH:6][cH:7][cH:8][cH:9]1.[CH3:21][CH2:22][O:23][C:24](=[O:25])[CH3:26]>>[OH:10][CH2:11][CH:12]([CH2:13][CH2:14][CH2:15][C:16]([CH3:17])([OH:18])[CH3:19])[CH3:20]. The reactants are CC=1N=CC(=NC1C)N1C[C@@H]2CCNC[C@H]12 ((1R,6S)-8-(5,6-Dimethylpyrazin-2-yl)-3,8-diazabicyclo[4.2.0]octane), N=1N(N=CC1)C1=C(C(=O)O)C=CC=C1 (2-[1,2,3]triazol-2-yl-benzoic acid), S1C(=CC=C1)C1=C(C(=O)O)C=CC=C1 (2-thiophen-2-yl-benzoic acid), CC1=NC(=NC(=C1)C)N1C[C@@H]2CCNC[C@H]12 ((1R,6S)8-(4,6-dimethyl-pyrimidin-2-yl)-3,8-diaza-bicyclo[4.2.0]octane), N=1N(N=CC1)C1=C(C(=O)O)C=CC=C1 (2-[1,2,3]triazol-2-yl-benzoic acid). Solvent: C(Cl)Cl (DCM). The product is CC=1C(=NC=CN1)N1C[C@@H]2CCN(C[C@H]12)C(=O)C1=C(C=CC=C1)N1N=CC=N1 ((1R,6S)-8-(3-Methylpyrazin-2-yl)-3-{[2-(2H-1,2,3-triazol-2-yl)phenyl]carbonyl}-3,8-diazabicyclo[4.2.0]octane). As a reaction SMILES: C[C:2]1[N:3]=[CH:4][C:5]([N:9]2[C@@H:16]3[C@@H:11]([CH2:12][CH2:13][NH:14][CH2:15]3)[CH2:10]2)=[N:6][C:7]=1C.[CH3:17]C1C=C(C)N=C(N2[C@@H]3[C@@H](CCNC3)C2)N=1.[N:33]1[N:34]([C:38]2[CH:46]=[CH:45][CH:44]=[CH:43][C:39]=2[C:40](O)=[O:41])[N:35]=[CH:36][CH:37]=1.S1C=CC=C1C1C=CC=CC=1C(O)=O>C(Cl)Cl>[CH3:17][C:4]1[C:5]([N:9]2[C@@H:16]3[C@@H:11]([CH2:12][CH2:13][N:14]([C:40]([C:39]4[CH:43]=[CH:44][CH:45]=[CH:46][C:38]=4[N:34]4[N:35]=[CH:36][CH:37]=[N:33]4)=[O:41])[CH2:15]3)[CH2:10]2)=[N:6][CH:7]=[CH:2][N:3]=1. Reported procedure: The title compound was prepared in a manner analogous to Example 1, substituting (1R,6S)-8-(3-methylpyrazin-2-yl)-3,8-diazabicyclo[4.2.0]octane (Intermediate 31) for (1R,6S)8-(4,6-dimethyl-pyrimidin-2-yl)-3,8-diaza-bicyclo[4.2.0]octane and 2-[1,2,3]triazol-2-yl-benzoic acid (Intermediate 14) for 2-thiophen-2-yl-benzoic acid. DCM was used in place of DMF. MS (ESI) mass calcd. For C20H21N7O, 375.44; m/z found 376.1 [M+H]+. 1H NMR (CD3OD): 8.08-8.01 (m, 1H), 7.98-7.88 (m, 2H), 7.84-7.78 (m, 1H), 7.... RXN SMILES: [CH3:19][CH:20]([CH3:21])[OH:22].[Cl:1][c:2]1[n:3][c:4]([NH:12][c:13]2[n:14][nH:15][c:16]([CH3:18])[cH:17]2)[cH:5][c:6]2[cH:7][cH:8][cH:9][cH:10][c:11]12>>[c:2]1([O:22][CH:20]([CH3:19])[CH3:21])[n:3][c:4]([NH:12][c:13]2[n:14][nH:15][c:16]([CH3:18])[cH:17]2)[cH:5][c:6]2[cH:7][cH:8][cH:9][cH:10][c:11]12. The reactants are CC(C)O, Cc1cc(Nc2cc3ccccc3c(Cl)n2)n[nH]1. Yields the product Cc1cc(Nc2cc3ccccc3c(OC(C)C)n2)n[nH]1. The reactants are BrCCC1=CC=CC=C1 ((2-bromoethyl)benzene), ClC=1C=NC=C(C1NC1=CC(OC2=C(C(=CC=C12)OC)O)=O)Cl (4-(3,5-dichloropyridin-4-ylamino)-8-hydroxy-7-methoxy-2H-chromen-2-one). Yields the product ClC=1C=NC=C(C1NC1=CC(OC2=C(C(=CC=C12)OC)OCCC1=CC=CC=C1)=O)Cl (4-(3,5-Dichloropyridin-4-ylamino)-7-methoxy-8-phenethoxy-2H-chromen-2-one). As a reaction SMILES: Br[CH2:2][CH2:3][C:4]1[CH:9]=[CH:8][CH:7]=[CH:6][CH:5]=1.[Cl:10][C:11]1[CH:12]=[N:13][CH:14]=[C:15]([Cl:32])[C:16]=1[NH:17][C:18]1[C:27]2[C:22](=[C:23]([OH:30])[C:24]([O:28][CH3:29])=[CH:25][CH:26]=2)[O:21][C:20](=[O:31])[CH:19]=1>>[Cl:10][C:11]1[CH:12]=[N:13][CH:14]=[C:15]([Cl:32])[C:16]=1[NH:17][C:18]1[C:27]2[C:22](=[C:23]([O:30][CH2:2][CH2:3][C:4]3[CH:9]=[CH:8][CH:7]=[CH:6][CH:5]=3)[C:24]([O:28][CH3:29])=[CH:25][CH:26]=2)[O:21][C:20](=[O:31])[CH:19]=1. Procedure: The title compound was prepared from (2-bromoethyl)benzene and 4-(3,5-dichloropyridin-4-ylamino)-8-hydroxy-7-methoxy-2H-chromen-2-one (Example 29) following the procedure outlined in Example 25. 1H NMR (400 MHz, DMSO-d6): δ 9.51 (s, 1H), 8.81 (s, 2H), 7.94 (d, 1H), 7.35-7.23 (m, 4H), 7.19 (d, 2H), 4.64 (s, 1H), 4.22 (t, 2H), 3.89 (s, 3H), 3.03 (t, 2H); MS (ESI): 456.9.